Dataset: the Open Reaction Database (ORD), a public repository of structured organic reaction records. Task: describe an organic reaction: reactants, conditions, products, and yield The reactants are COc1cc(OC)nc(C(=O)O)n1, CN(C)c1ccncc1, C(=NC1CCCCC1)=NC1CCCCC1, ClCCl, NS(=O)(=O)Oc1c(Cl)cccc1Cl. The product is COc1cc(OC)nc(C(=O)NS(=O)(=O)Oc2c(Cl)cccc2Cl)n1. RXN SMILES: [CH3:29][O:30][c:31]1[n:32][c:33]([C:39](=[O:40])[OH:41])[n:34][c:35]([O:37][CH3:38])[cH:36]1.[CH3:42][N:43]([CH3:44])[c:45]1[cH:46][cH:47][n:48][cH:49][cH:50]1.[CH:14]1([N:15]=[C:16]=[N:17][CH:18]2[CH2:19][CH2:20][CH2:21][CH2:22][CH2:23]2)[CH2:24][CH2:25][CH2:26][CH2:27][CH2:28]1.[Cl:51][CH2:52][Cl:53].[S:1]([NH2:2])([O:3][c:4]1[c:5]([Cl:11])[cH:6][cH:7][cH:8][c:9]1[Cl:10])(=[O:12])=[O:13]>>[S:1]([NH:2][C:39]([c:33]1[n:32][c:31]([O:30][CH3:29])[cH:36][c:35]([O:37][CH3:38])[n:34]1)=[O:40])([O:3][c:4]1[c:5]([Cl:11])[cH:6][cH:7][cH:8][c:9]1[Cl:10])(=[O:12])=[O:13]. The reactants are CN(CC(=O)O)C(=O)OCc1ccccc1, ClCCCl, CN(C)c1ccncc1, ClCCl, COc1ccc2c(Oc3ccc(NC(=O)c4c(C)n(CC(C)O)n(-c5ccccc5)c4=O)nc3)ccnc2c1. Yields the product COc1ccc2c(Oc3ccc(NC(=O)c4c(C)n(CC(C)OC(=O)CN(C)C(=O)OCc5ccccc5)n(-c5ccccc5)c4=O)nc3)ccnc2c1. Reaction SMILES: [C:40](=[O:41])([O:42][CH2:43][c:44]1[cH:45][cH:46][cH:47][cH:48][cH:49]1)[N:50]([CH3:51])[CH2:52][C:53](=[O:54])[OH:55].[CH2:56]([Cl:57])[CH2:58][Cl:59].[CH3:60][N:61]([c:62]1[cH:63][cH:64][n:65][cH:66][cH:67]1)[CH3:68].[Cl:69][CH2:70][Cl:71].[OH:1][CH:2]([CH2:3][n:4]1[n:5](-[c:33]2[cH:34][cH:35][cH:36][cH:37][cH:38]2)[c:6](=[O:32])[c:7]([C:10](=[O:11])[NH:12][c:13]2[n:14][cH:15][c:16]([O:19][c:20]3[cH:21][cH:22][n:23][c:24]4[cH:25][c:26]([O:30][CH3:31])[cH:27][cH:28][c:29]34)[cH:17][cH:18]2)[c:8]1[CH3:9])[CH3:39]>>[O:1]([CH:2]([CH2:3][n:4]1[n:5](-[c:33]2[cH:34][cH:35][cH:36][cH:37][cH:38]2)[c:6](=[O:32])[c:7]([C:10](=[O:11])[NH:12][c:13]2[n:14][cH:15][c:16]([O:19][c:20]3[cH:21][cH:22][n:23][c:24]4[cH:25][c:26]([O:30][CH3:31])[cH:27][cH:28][c:29]34)[cH:17][cH:18]2)[c:8]1[CH3:9])[CH3:39])[C:53]([CH2:52][N:50]([C:40](=[O:41])[O:42][CH2:43][c:44]1[cH:45][cH:46][cH:47][cH:48][cH:49]1)[CH3:51])=[O:54]. The reactants are N#Cc1cccc(N=C=S)c1, CCOC(C)=O, ClCCl, COc1ccc(C(=O)Nc2ccccc2)cc1N. Product: COc1ccc(C(=O)Nc2ccccc2)cc1NC(=S)Nc1cccc(C#N)c1. RXN SMILES: [C:19](#[N:20])[c:21]1[cH:22][c:23]([N:27]=[C:28]=[S:29])[cH:24][cH:25][cH:26]1.[C:33]([O:34][CH2:35][CH3:36])(=[O:37])[CH3:38].[Cl:30][CH2:31][Cl:32].[NH2:1][c:2]1[cH:3][c:4]([C:5](=[O:6])[NH:7][c:8]2[cH:9][cH:10][cH:11][cH:12][cH:13]2)[cH:14][cH:15][c:16]1[O:17][CH3:18]>>[NH:1]([c:2]1[cH:3][c:4]([C:5](=[O:6])[NH:7][c:8]2[cH:9][cH:10][cH:11][cH:12][cH:13]2)[cH:14][cH:15][c:16]1[O:17][CH3:18])[C:28]([NH:27][c:23]1[cH:22][c:21]([C:19]#[N:20])[cH:26][cH:25][cH:24]1)=[S:29]. Reactants: c1(cc(c2c(c1)c([nH]cc2)=O)[N+](=O)[O-])c1c(nnn1C)C. Reagents/catalysts: c1ccc(cc1)-c2c3ccccc3cc4ccccc24 (9-Phenylanthracene), CC(=O)O (AcOH), [Ni] (RaNi). Solvent: CO (MeOH). Conditions: temperature 30 celsius, time 18 hour. Product: Cc1nnn(C)c1c2cc(N)c3CCNC(=O)c3c2. Reaction SMILES: [CH3:1][c:2]1[c:7]([c:8]2[cH:18][c:17]([N+:19]([O-])=O)[c:16]([c:10]3[cH:9]2)[CH:15]=[CH:14][NH:13][C:11]3=[O:12])[n:5]([CH3:6])[n:4][n:3]1>>[CH3:1][c:2]1[c:7]([c:8]2[cH:9][c:10]([c:16]3[c:17]([NH2:19])[cH:18]2)[C:11](=[O:12])[NH:13][CH2:14][CH2:15]3)[n:5]([CH3:6])[n:4][n:3]1. Starting materials: C[O-], Cc1c(N2CCN(C(C)C)CC2)ccc([N+](=O)[O-])c1Cl, [Na+], CN(C)C=O, O. The product is COc1c([N+](=O)[O-])ccc(N2CCN(C(C)C)CC2)c1C. Reaction SMILES: [CH3:21][O-:22].[Cl:1][c:2]1[c:3]([CH3:20])[c:4]([N:11]2[CH2:12][CH2:13][N:14]([CH:17]([CH3:18])[CH3:19])[CH2:15][CH2:16]2)[cH:5][cH:6][c:7]1[N+:8](=[O:9])[O-:10].[Na+:23].[O:24]=[CH:25][N:26]([CH3:27])[CH3:28].[OH2:29]>>[c:2]1([O:22][CH3:21])[c:3]([CH3:20])[c:4]([N:11]2[CH2:12][CH2:13][N:14]([CH:17]([CH3:18])[CH3:19])[CH2:15][CH2:16]2)[cH:5][cH:6][c:7]1[N+:8](=[O:9])[O-:10]. Reaction conditions: time 10 minute. Starting materials: FC1=CC=C(C=C1)[C@@H](CN(S(=O)(=O)C1=CC=C(C=C1)[N+](=O)[O-])C)NC1=NC(=NC2=C(C=CC=C12)C(=O)N)C (4-[((1S)-1-(4-Fluorophenyl)-2-{methyl[(4-nitrophenyl)sulfonyl]amino}ethyl)-amino]-2-methylquinazoline-8-carboxamide), C(=O)([O-])[O-].[Cs+].[Cs+] (Cs2CO3), C1(=CC=CC=C1)S (Benzenethiol). Run in CC#N (CH3CN). RXN SMILES: [F:1][C:2]1[CH:7]=[CH:6][C:5]([C@H:8]([NH:24][C:25]2[C:34]3[C:29](=[C:30]([C:35]([NH2:37])=[O:36])[CH:31]=[CH:32][CH:33]=3)[N:28]=[C:27]([CH3:38])[N:26]=2)[CH2:9][N:10]([CH3:23])S(C2C=CC([N+]([O-])=O)=CC=2)(=O)=O)=[CH:4][CH:3]=1.C([O-])([O-])=O.[Cs+].[Cs+].C1(S)C=CC=CC=1>CC#N>[F:1][C:2]1[CH:7]=[CH:6][C:5]([C@H:8]([NH:24][C:25]2[C:34]3[C:29](=[C:30]([C:35]([NH2:37])=[O:36])[CH:31]=[CH:32][CH:33]=3)[N:28]=[C:27]([CH3:38])[N:26]=2)[CH2:9][NH:10][CH3:23])=[CH:4][CH:3]=1 |f:1.2.3|. Procedure details: Crude 4-[((1S)-1-(4-Fluorophenyl)-2-{methyl[(4-nitrophenyl)sulfonyl]amino}ethyl)-amino]-2-methylquinazoline-8-carboxamide (161 mg; 0.30 mmol) and Cs2CO3 (488 mg; 1.50 mmol) were suspended in CH3CN (7 ml), and stirred for 10 minutes at room temperature. Benzenethiol (0.12 ml; 1.20 mmol) was added via syringe and the solution was stirred vigorously at room temperature overnight. The reaction mixture was concentrated, dissolved in DMSO (3 ml), and purified via Reverse Phase chromatography (Yamazen,... The product is FC1=CC=C(C=C1)[C@@H](CNC)NC1=NC(=NC2=C(C=CC=C12)C(=O)N)C (4-{[(1S)-1-(4-Fluorophenyl)-2-(methylamino)ethyl]amino}-2-methylquinazoline-8-carboxamide). The yield is 43.0%. Reactants: COC(CO)(C)N (2-Methoxy-2-amino-1-propanol), C(OC(C)(C)C)([O-])=O.C(OC(C)(C)C)([O-])=O (Di-tert-butyl di-carbonate). The solvent is C(=O)(O)[O-].[Na+] (NaHCO3), C(C)(C)(C)O (tert-butanol). Conditions: time 8 hour. Yields the product C(=O)(OC(C)(C)C)NC(CO)(C)C (N-Boc-2-amino-2-methyl-1-propanol). Reaction SMILES: CO[C:3]([NH2:7])([CH3:6])[CH2:4][OH:5].[C:8](=[O:15])([O-])[O:9][C:10]([CH3:13])([CH3:12])[CH3:11].[C:16](=O)([O-])OC(C)(C)C>C([O-])(O)=O.[Na+].C(O)(C)(C)C>[C:8]([NH:7][C:3]([CH3:6])([CH3:16])[CH2:4][OH:5])([O:9][C:10]([CH3:13])([CH3:12])[CH3:11])=[O:15] |f:1.2,3.4|. Procedure: 2-Methoxy-2-amino-1-propanol is dissolved in saturated aqueous NaHCO3 at room temperature. Di-tert-butyl di-carbonate is added in tert-butanol. The contents are stirred overnight and then extracted with ethyl acetate. The organic layer is dried over MgSO4 and filtered. The filtrate is evaporated to give N-Boc-2-amino-2-methyl-1-propanol. Starting materials: [BH4-], CO, COC(=O)c1ccc(NC(C)=O)c(C=O)c1, [Na+]. The product is COC(=O)c1ccc(NC(C)=O)c(CO)c1. As a reaction SMILES: [BH4-:17].[CH3:19][OH:20].[CH3:1][O:2][C:3]([c:4]1[cH:5][c:6]([CH:14]=[O:15])[c:7]([NH:10][C:11]([CH3:12])=[O:13])[cH:8][cH:9]1)=[O:16].[Na+:18]>>[CH3:1][O:2][C:3]([c:4]1[cH:5][c:6]([CH2:14][OH:15])[c:7]([NH:10][C:11]([CH3:12])=[O:13])[cH:8][cH:9]1)=[O:16].